This data is from the Open Reaction Database (ORD), a public repository of structured organic reaction records. The task is: describe an organic reaction: reactants, conditions, products, and yield As a reaction SMILES: FC1C=CC(NC(=O)NC2C=CC(C3C=C4C(=CC=3)C(=O)N([C@@H](C(C)C)C(O)=O)C4)=CC=2)=CC=1.[CH3:35][O:36][C:37]1[CH:42]=[CH:41][C:40]([NH:43][C:44](=[O:70])[NH:45][C:46]2[CH:51]=[CH:50][C:49]([C:52]3[CH:53]=[C:54]4[C:58](=[CH:59][CH:60]=3)[C:57](=[O:61])[N:56]([C@@H:62]([CH:67]([CH3:69])[CH3:68])[C:63]([O:65]C)=[O:64])[CH2:55]4)=[CH:48][CH:47]=2)=[CH:39][CH:38]=1>>[CH3:35][O:36][C:37]1[CH:42]=[CH:41][C:40]([NH:43][C:44](=[O:70])[NH:45][C:46]2[CH:47]=[CH:48][C:49]([C:52]3[CH:53]=[C:54]4[C:58](=[CH:59][CH:60]=3)[C:57](=[O:61])[N:56]([C@@H:62]([CH:67]([CH3:68])[CH3:69])[C:63]([OH:65])=[O:64])[CH2:55]4)=[CH:50][CH:51]=2)=[CH:39][CH:38]=1. Reactants: FC1=CC=C(C=C1)NC(NC1=CC=C(C=C1)C=1C=C2CN(C(C2=CC1)=O)[C@H](C(=O)O)C(C)C)=O ((S)-2-(5-(4-(3-(4-Fluorophenyl)ureido)phenyl)-1-oxoisoindolin-2-yl)-3-methylbutanoic acid), COC1=CC=C(C=C1)NC(NC1=CC=C(C=C1)C=1C=C2CN(C(C2=CC1)=O)[C@H](C(=O)OC)C(C)C)=O ((S)-Methyl 2-(5-(4-(3-(4-methoxyphenyl)ureido)phenyl)-1-oxoisoindolin-2-yl)-3-methylbutanoate). The yield is 95.0%. The product is COC1=CC=C(C=C1)NC(NC1=CC=C(C=C1)C=1C=C2CN(C(C2=CC1)=O)[C@H](C(=O)O)C(C)C)=O ((S)-2-(5-(4-(3-(4-Methoxyphenyl)ureido)phenyl)-1-oxoisoindolin-2-yl)-3-methylbutanoic acid). Procedure details: The compound of example 249 was prepared analogous to compound of example 225 by hydrolysis of compound of example 248. Starting materials: N (ammonia), ClC1=CC(=C(C=C1)N(CCC(=O)O)S(=O)(=O)C1=CC(=C(C=C1)OC)OC)CC1=C(C=CC=C1F)F (N-[4-chloro-2-(2,6-difluorobenzyl)phenyl]-N-[(3,4-dimethoxyphenyl)sulfonyl]-β-alanine), ClC(=O)OCC (ethyl chloroformate), C(C)N1CCOCC1 (N-ethylmorpholine). The solvent is O (water), C(C)(=O)OCC (ethyl acetate), O1CCCC1 (tetrahydrofuran). Conditions: time 1 hour. Yields the product ClC1=CC(=C(C=C1)N(CCC(=O)N)S(=O)(=O)C1=CC(=C(C=C1)OC)OC)CC1=C(C=CC=C1F)F (N3-[4-chloro-2-(2,6-difluorobenzyl)phenyl]-N3-[(3,4-dimethoxyphenyl)sulfonyl]-β-alaninamide). As a reaction SMILES: [Cl:1][C:2]1[CH:7]=[CH:6][C:5]([N:8]([S:14]([C:17]2[CH:22]=[CH:21][C:20]([O:23][CH3:24])=[C:19]([O:25][CH3:26])[CH:18]=2)(=[O:16])=[O:15])[CH2:9][CH2:10][C:11](O)=[O:12])=[C:4]([CH2:27][C:28]2[C:33]([F:34])=[CH:32][CH:31]=[CH:30][C:29]=2[F:35])[CH:3]=1.C([N:38]1CCOCC1)C.ClC(OCC)=O.N>O1CCCC1.O.C(OCC)(=O)C>[Cl:1][C:2]1[CH:7]=[CH:6][C:5]([N:8]([S:14]([C:17]2[CH:22]=[CH:21][C:20]([O:23][CH3:24])=[C:19]([O:25][CH3:26])[CH:18]=2)(=[O:16])=[O:15])[CH2:9][CH2:10][C:11]([NH2:38])=[O:12])=[C:4]([CH2:27][C:28]2[C:33]([F:34])=[CH:32][CH:31]=[CH:30][C:29]=2[F:35])[CH:3]=1. Procedure: To 0.8 g of N-[4-chloro-2-(2,6-difluorobenzyl)phenyl]-N-[(3,4-dimethoxyphenyl)sulfonyl]-β-alanine dissolved in 16 ml of tetrahydrofuran are added, at 0° C., 0.21 ml of N-ethylmorpholine and 0.16 ml of ethyl chloroformate. The mixture is left at room temperature for 1 hour, and 1.36 ml of ammonia (20%) in water are then introduced. After 48 hours at room temperature, the reaction medium is taken up in ethyl acetate and washed with water. The organic phase is dried over anhydrous sodium sulfate an...